Dataset: the Open Reaction Database (ORD), a public repository of structured organic reaction records. Task: describe an organic reaction: reactants, conditions, products, and yield Starting materials: C=CC(C)=C (isoprene), ClC1(CC=C(CC1(F)F)C)F (4-chloro-1-methyl-4,5,5-trifluorocyclohexene), ClC1(C(CC=C(C1)C)(F)F)F (5-chloro-1-methyl-4,4,5-trifluorocyclohexene), ClC(=C(F)F)F (chlorotrifluoroethylene). Product: FC=1C=C(C=CC1F)C (3,4-difluorotoluene). RXN SMILES: Cl[C:2]1([F:11])[C:7](F)([F:8])[CH2:6][C:5]([CH3:10])=[CH:4][CH2:3]1.ClC1(F)CC(C)=CCC1(F)F.ClC(F)=C(F)F.C=CC(=C)C>>[F:8][C:7]1[CH:6]=[C:5]([CH3:10])[CH:4]=[CH:3][C:2]=1[F:11]. Procedure: As shown in the above reaction, a mixture of 4-chloro-1-methyl-4,5,5-trifluorocyclohexene (IIIa) and 5-chloro-1-methyl-4,4,5-trifluorocyclohexene (IIIb) is prepared by reacting chlorotrifluoroethylene (CTFE) (I) and isoprene (II) at temperature range of 390 to 480° C. through continuous vapor phase condensation in a flow reactor and distilling the resultant. The mixture is dehydrohalogenated in the presence of alkali metal hydroxide and a phase transition catalyst to form 3,4-difluorotoluene (IV... Starting materials: C(CCC)[Li] (n-Butyl lithium), CCCCCC (hexane), ClC1=CC=C(C(=O)N(C)OC)C=C1 (4-chloro-N-methoxy-N-methylbenzamide), BrC1=C(SC(=C1)C(OC)OC)SC1=CC=C(C=C1)Cl (3-bromo-2-(4-chlorophenylthio)-5-dimethoxymethylthiophene). The solvent is O1CCCC1 (tetrahydrofuran), O (Water), O1CCCC1 (tetrahydrofuran). Reaction conditions: time 10 minute. Product: ClC1=CC=C(C(=O)C2=C(SC(=C2)C(OC)OC)SC2=CC=C(C=C2)Cl)C=C1 (3-(4-chlorobenzoyl)-2-(4-chlorophenylthio)-5-dimethoxymethylthiophene). Yield: 59.5%. As a reaction SMILES: Br[C:2]1[CH:6]=[C:5]([CH:7]([O:10][CH3:11])[O:8][CH3:9])[S:4][C:3]=1[S:12][C:13]1[CH:18]=[CH:17][C:16]([Cl:19])=[CH:15][CH:14]=1.C([Li])CCC.CCCCCC.[Cl:31][C:32]1[CH:43]=[CH:42][C:35]([C:36](N(OC)C)=[O:37])=[CH:34][CH:33]=1>O1CCCC1.O>[Cl:31][C:32]1[CH:43]=[CH:42][C:35]([C:36]([C:2]2[CH:6]=[C:5]([CH:7]([O:10][CH3:11])[O:8][CH3:9])[S:4][C:3]=2[S:12][C:13]2[CH:18]=[CH:17][C:16]([Cl:19])=[CH:15][CH:14]=2)=[O:37])=[CH:34][CH:33]=1. Reported procedure: In an argon atmosphere, 3-bromo-2-(4-chlorophenylthio)-5-dimethoxymethylthiophene (500 mg, 1.32 mmol) obtained in Example 90 was dissolved in tetrahydrofuran (6 mL) and cooled to −78° C. n-Butyl lithium (a 1.6 mol/L hexane solution, 0.81 mL, 1.3 mmol) and tetrahydrofuran (1 mL) solution of 4-chloro-N-methoxy-N-methylbenzamide (528 mg, 2.64 mmol) were added thereto, followed by stirring for 10 minutes. Water was added to the reaction liquid and the product was extracted with ethyl acetate. The or... Reactants: Cc1cc2cnnc(Cl)c2n1Cc1ccccc1, CN1CCCC1=O, CC(C)(C)[O-], [K+], OCc1ccccc1. The product is Cc1cc2cnnc(OCc3ccccc3)c2n1Cc1ccccc1. RXN SMILES: [CH2:15]([c:16]1[cH:17][cH:18][cH:19][cH:20][cH:21]1)[n:22]1[c:23]([CH3:32])[cH:24][c:25]2[c:26]1[c:27]([Cl:31])[n:28][n:29][cH:30]2.[CH3:33][N:34]1[CH2:35][CH2:36][CH2:37][C:38]1=[O:39].[CH3:9][C:10]([CH3:11])([O-:12])[CH3:13].[K+:14].[OH:1][CH2:2][c:3]1[cH:4][cH:5][cH:6][cH:7][cH:8]1>>[O:1]([CH2:2][c:3]1[cH:4][cH:5][cH:6][cH:7][cH:8]1)[c:27]1[c:26]2[n:22]([CH2:15][c:16]3[cH:17][cH:18][cH:19][cH:20][cH:21]3)[c:23]([CH3:32])[cH:24][c:25]2[cH:30][n:29][n:28]1. The reactants are CC1(NC2=CC=C(C=C2C(=C1)C)OS(=O)(=O)C(F)(F)F)C (Trifluoromethanesulfonic acid 2,2,4-trimethyl-1,2-dihydroquinolin-6-yl ester), C(C)(C)C=1C=CC(=C(C1)B(O)O)OC (5-isopropyl-2-methoxyphenylboronic acid), C(C=C)S (allyl mercaptan). Product: C(C=C)SCC1=CC(NC2=CC=C(C=C12)C1=C(C=CC(=C1)C(C)C)OC)(C)C (4-Allylsulfanylmethyl-6-(5-isopropyl-2-methoxyphenyl)-2,2-dimethyl-1,2-dihydroquinoline). As a reaction SMILES: [CH3:1][C:2]1([CH3:21])[CH:11]=[C:10]([CH3:12])[C:9]2[C:4](=[CH:5][CH:6]=[C:7](OS(C(F)(F)F)(=O)=O)[CH:8]=2)[NH:3]1.[CH:22]([C:25]1[CH:26]=[CH:27][C:28]([O:34][CH3:35])=[C:29](B(O)O)[CH:30]=1)([CH3:24])[CH3:23].[CH2:36]([SH:39])[CH:37]=[CH2:38]>>[CH2:36]([S:39][CH2:12][C:10]1[C:9]2[C:4](=[CH:5][CH:6]=[C:7]([C:27]3[CH:26]=[C:25]([CH:22]([CH3:24])[CH3:23])[CH:30]=[CH:29][C:28]=3[O:34][CH3:35])[CH:8]=2)[NH:3][C:2]([CH3:1])([CH3:21])[CH:11]=1)[CH:37]=[CH2:38]. Reported procedure: Trifluoromethanesulfonic acid 2,2,4-trimethyl-1,2-dihydroquinolin-6-yl ester was coupled with 5-isopropyl-2-methoxyphenylboronic acid. Bromination and coupling reaction with allyl mercaptan gave 25 mg of the title compound. The reactants are ClC(=O)OC=C (vinyl chloroformate), 5.0, OCCN1C(CCC1=O)=O (N-(2-hydroxyethyl) succinimide), N1=CC=CC=C1 (pyridine). Reaction SMILES: [OH:1][CH2:2][CH2:3][N:4]1[C:8](=[O:9])[CH2:7][CH2:6][C:5]1=[O:10].N1C=CC=CC=1.Cl[C:18]([O:20][CH:21]=[CH2:22])=[O:19]>C(Cl)(Cl)Cl>[CH:21]([O:20][C:18]([O:1][CH2:2][CH2:3][N:4]1[C:8](=[O:9])[CH2:7][CH2:6][C:5]1=[O:10])=[O:19])=[CH2:22]. Reported procedure: To a 500 mL 3-neck round bottom flask fitted with a mechanical stirrer, condenser, nitrogen blanket, dropping funnel, ice-saltwater bath, and thermometer were added 5.0 (35.0 mmol) of N-(2-hydroxyethyl) succinimide, 2.8 g (35.0 mmol) of pyridine, and 100 mL chloroform. To the reaction mixture was added 3.7 g (35.0 mmol) of vinyl chloroformate so that the temperature remained below 10° C. After stirring at room temperature for 18 hours the reaction mixture was washed with 100 mL 2N HCl and 100 mL... Yield: 40.2%. Product: C(=C)OC(=O)OCCN1C(CCC1=O)=O (N-(Vinyloxycarbonyloxyethyl)pyrrolidin-2,5-dione). Conditions: time 18 hour. Solvent: C(Cl)(Cl)Cl (chloroform). Reactants: [F-].[K+] (potassium fluoride), BrC=1C(=C(C(=O)OCC)C=CC1)F (ethyl 3-bromo-2-fluorobenzoate), C(C)(C)(C)P(C(C)(C)C)C(C)(C)C (tri-tert-butylphosphine), CCCCCC (hexane). The reagents and catalysts are C=1C=CC(=CC1)/C=C/C(=O)/C=C/C2=CC=CC=C2.C=1C=CC(=CC1)/C=C/C(=O)/C=C/C2=CC=CC=C2.C=1C=CC(=CC1)/C=C/C(=O)/C=C/C2=CC=CC=C2.[Pd].[Pd] (tris(dibenzylideneacetone)dipalladium). The solvent is O (water), C(CCC)[Sn](C=C)(CCCC)CCCC (tributyl(vinyl)tin), C(C)OCC (diethyl ether). Conditions: time 13 hour. The product is FC1=C(C(=O)OCC)C=CC=C1C=C (ethyl 2-fluoro-3-vinylbenzoate). Yield: 97.0%. RXN SMILES: Br[C:2]1[C:3]([F:13])=[C:4]([CH:10]=[CH:11][CH:12]=1)[C:5]([O:7][CH2:8][CH3:9])=[O:6].[C:14](P(C(C)(C)C)C(C)(C)C)(C)(C)[CH3:15].CCCCCC.[F-].[K+]>C([Sn](CCCC)(CCCC)C=C)CCC.C(OCC)C.C1C=CC(/C=C/C(/C=C/C2C=CC=CC=2)=O)=CC=1.C1C=CC(/C=C/C(/C=C/C2C=CC=CC=2)=O)=CC=1.C1C=CC(/C=C/C(/C=C/C2C=CC=CC=2)=O)=CC=1.[Pd].[Pd].O>[F:13][C:3]1[C:2]([CH:14]=[CH2:15])=[CH:12][CH:11]=[CH:10][C:4]=1[C:5]([O:7][CH2:8][CH3:9])=[O:6] |f:3.4,7.8.9.10.11|. Procedure: A 12.76 g portion of ethyl 3-bromo-2-fluorobenzoate was dissolved in 50 ml of Tol solution, 15.8 ml of tributyl(vinyl)tin, 236 mg of tris(dibenzylideneacetone)dipalladium and 1.25 ml of tri-tert-butylphosphine 10 wt % hexane solution were added thereto in order, and stirred at room temperature for 13 hours in an atmosphere of argon. This was diluted with 300 ml of diethyl ether, mixed with 25 g of potassium fluoride and 5 ml of purified water and stirred for 30 minutes, the insoluble matter was ... Reactants: ClC1=CC(=NC2=CC=C(C=C12)C)C1=CC=CC=C1 (4-chloro-6-methyl-2-phenylquinoline), N1CCC(C(=O)N)CC1 (isonipecotamide). The solvent is N1=CC=CC=C1 (pyridine). Yields the product CC=1C=C2C(=CC(=NC2=CC1)C1=CC=CC=C1)N1CCC(CC1)C(=O)N (1-[6-methyl-2-phenyl-4-quinolinyl]-4-piperidinecarboxamide). Reaction SMILES: Cl[C:2]1[C:11]2[C:6](=[CH:7][CH:8]=[C:9]([CH3:12])[CH:10]=2)[N:5]=[C:4]([C:13]2[CH:18]=[CH:17][CH:16]=[CH:15][CH:14]=2)[CH:3]=1.[NH:19]1[CH2:27][CH2:26][CH:22]([C:23]([NH2:25])=[O:24])[CH2:21][CH2:20]1>N1C=CC=CC=1>[CH3:12][C:9]1[CH:10]=[C:11]2[C:6](=[CH:7][CH:8]=1)[N:5]=[C:4]([C:13]1[CH:18]=[CH:17][CH:16]=[CH:15][CH:14]=1)[CH:3]=[C:2]2[N:19]1[CH2:27][CH2:26][CH:22]([C:23]([NH2:25])=[O:24])[CH2:21][CH2:20]1. Reported procedure: The named compound was made in a manner analogous to that of Example 4(c) using 4-chloro-6-methyl-2-phenylquinoline and isonipecotamide as starting materials. It was obtained as white solid, mp 245°-247° dec on recrystallization from pyridine.